This data is from the Open Reaction Database (ORD), a public repository of structured organic reaction records. The task is: describe an organic reaction: reactants, conditions, products, and yield Starting materials: ( 7 ), FC1=C(C=CC=C1S(=O)(=O)C)C1CCNCC1 (4-[2-fluoro-3-(methylsulfonyl)-phenyl]-piperidine), ( 14 ), C([O-])([O-])=O.[K+].[K+] (potassium carbonate), BrCCCC (1-bromobutane), ( 7 ). Solvent: C(C)#N (acetonitrile). Yields the product C(CCC)N1CCC(CC1)C1=C(C(=CC=C1)S(=O)(=O)C)F (1-BUTYL-4-[2-FLUORO-3-(METHYLSULFONYL)PHENYL]PIPERIDINE). Reaction SMILES: [F:1][C:2]1[C:7]([S:8]([CH3:11])(=[O:10])=[O:9])=[CH:6][CH:5]=[CH:4][C:3]=1[CH:12]1[CH2:17][CH2:16][NH:15][CH2:14][CH2:13]1.C(=O)([O-])[O-].[K+].[K+].Br[CH2:25][CH2:26][CH2:27][CH3:28]>C(#N)C>[CH2:25]([N:15]1[CH2:16][CH2:17][CH:12]([C:3]2[CH:4]=[CH:5][CH:6]=[C:7]([S:8]([CH3:11])(=[O:10])=[O:9])[C:2]=2[F:1])[CH2:13][CH2:14]1)[CH2:26][CH2:27][CH3:28] |f:1.2.3|. Procedure details: Preparation according to Example 1: 4-[2-fluoro-3-(methylsulfonyl)-phenyl]-piperidine (0.02 g, 0.078 mmol), acetonitrile (2 ml), potassium carbonate (0.02 g, 0.14 mmol), 1-bromobutane (0.009 ml, 0.082 mmol). MS m/z (relative intensity, 70 eV) 313 (M+, 2), 271 (14), 270 (bp), 147 (7) 133 (7). The reactants are O (Water), ClC1=NC=2N3C(C(NC2C=N1)=O)COCC3 (2-chloro-6a,7,9,10-tetrahydro-[1,4]oxazino[3,4-h]pteridin-6(5H)-one), C(=O)([O-])[O-].[K+].[K+] (K2CO3), ClCC1=NN(C=C1)C (3-(chloromethyl)-1-methyl-1H-pyrazole). Solvent: CN(C)C=O (DMF). Conditions: temperature 0 celsius, time 30 minute. Product: ClC1=NC=2N3C(C(N(C2C=N1)CC1=NN(C=C1)C)=O)COCC3 (2-chloro-5-((1-methyl-1H-pyrazol-3-yl)methyl)-6a,7,9,10-tetrahydro-[1,4]oxazino[3,4-h]pteridin-6(5H)-one). Isolated yield 74.7%. As a reaction SMILES: [Cl:1][C:2]1[N:11]=[CH:10][C:9]2[NH:8][C:7](=[O:12])[CH:6]3[CH2:13][O:14][CH2:15][CH2:16][N:5]3[C:4]=2[N:3]=1.C([O-])([O-])=O.[K+].[K+].Cl[CH2:24][C:25]1[CH:29]=[CH:28][N:27]([CH3:30])[N:26]=1.O>CN(C=O)C>[Cl:1][C:2]1[N:11]=[CH:10][C:9]2[N:8]([CH2:24][C:25]3[CH:29]=[CH:28][N:27]([CH3:30])[N:26]=3)[C:7](=[O:12])[CH:6]3[CH2:13][O:14][CH2:15][CH2:16][N:5]3[C:4]=2[N:3]=1 |f:1.2.3|. Procedure details: To a mixture of 2-chloro-6a,7,9,10-tetrahydro-[1,4]oxazino[3,4-h]pteridin-6(5H)-one (100 mg, 0.416 mmol), K2CO3 (115 mg, 0.831 mmol) in DMF (2 mL) at 0° C., was added 3-(chloromethyl)-1-methyl-1H-pyrazole (54.3 mg, 0.416 mmol). The mixture was stirred at 0° C. for 30 minutes and then at room temperature for overnight. Water was added and the mixture was extracted with EtOAc (2×). The aqueous layer was basified and then extracted with EtOAc. The combined organic layers were dried over MgSO4, filt... Reactants: [Li+].CCC[CH2-] (N-Butyllithium), C(C)C(P([O-])(=O)[O-])CC (diethylmethane-phosphonate), O1CCCC1 (tetrahydrofuran), C(C(C)C)N=C=S (isobutylisothiocyanate), O1CCCC1 (THF). Run at time 30 minute. Product: C(C(C)C)NC(CP(=O)(OCC)OCC)=S (N-isobutyl-2-(diethoxyphosphoryl)acetothioamide). RXN SMILES: [Li+].CC[CH2:4][CH2-:5].C([CH:8](CC)[P:9]([O-:12])(=[O:11])[O-:10])C.[CH2:15]([N:19]=[C:20]=[S:21])[CH:16]([CH3:18])[CH3:17].O1CC[CH2:24][CH2:23]1>>[CH2:15]([NH:19][C:20](=[S:21])[CH2:8][P:9]([O:10][CH2:4][CH3:5])([O:12][CH2:23][CH3:24])=[O:11])[CH:16]([CH3:18])[CH3:17] |f:0.1|. Reported procedure: N-Butyllithium (62.5 ml, 0.1 mol) was added at 70° C. to diethylmethane-phosphonate (15.2 g, 0.1 mol) in tetrahydrofuran (THF) (200 ml). After 30 minutes, isobutylisothiocyanate (5.8 g, 0.05 mol) in THF (50 ml) was added. The mixture was left overnight at room temperature then poured onto ice water and extracted with ether. The ether solution was washed with brine and dried and the solvents were removed to give an orange oil which was used after further purification. TLC: Silica, ether, 1 spot R... Reactants: BrC1=CC(=C(C=C1)[N+](=O)[O-])F (4-Bromo-2-fluoronitrobenzene), N[C@H](C(=O)O)CC ((S)-2-aminobutyric acid), FC1=CC(=C(C=C1)N[C@@H](C(=O)O)CC)[N+](=O)[O-] ((R)-2-(4-fluoro-2-nitrophenylamino)-butyric acid). Yields the product BrC=1C=CC(=C(C1)N[C@H](C(=O)O)CC)[N+](=O)[O-] ((2S)-2-[(5-bromo-2-nitrophenyl)amino]butanoic acid). As a reaction SMILES: [Br:1][C:2]1[CH:7]=[CH:6][C:5]([N+:8]([O-:10])=[O:9])=[C:4](F)[CH:3]=1.[NH2:12][C@@H:13]([CH2:17][CH3:18])[C:14]([OH:16])=[O:15].FC1C=CC(N[C@H](CC)C(O)=O)=C([N+]([O-])=O)C=1>>[Br:1][C:2]1[CH:7]=[CH:6][C:5]([N+:8]([O-:10])=[O:9])=[C:4]([NH:12][C@@H:13]([CH2:17][CH3:18])[C:14]([OH:16])=[O:15])[CH:3]=1. Reported procedure: 4-Bromo-2-fluoronitrobenzene was treated with (S)-2-aminobutyric acid according to the procedure for the preparation of (R)-2-(4-fluoro-2-nitrophenylamino)-butyric acid (see Example 1) to yield (2S)-2-[(5-bromo-2-nitrophenyl)amino]butanoic acid. The reactants are CC(C)C(N)C(=O)NC(C)(C)COc1ccc(C#N)cc1, ClCCl, CN1CCOCC1, O=C(Cl)Oc1ccc(F)cc1F, O. Yields the product CC(C)C(NC(=O)Oc1ccc(F)cc1F)C(=O)NC(C)(C)COc1ccc(C#N)cc1. Reaction SMILES: [C:20](#[N:21])[c:22]1[cH:23][cH:24][c:25]([O:26][CH2:27][C:28]([CH3:29])([CH3:30])[NH:31][C:32]([CH:33]([NH2:34])[CH:35]([CH3:36])[CH3:37])=[O:38])[cH:39][cH:40]1.[CH2:42]([Cl:43])[Cl:44].[CH3:1][N:2]1[CH2:3][CH2:4][O:5][CH2:6][CH2:7]1.[Cl:8][C:9](=[O:10])[O:11][c:12]1[c:13]([F:19])[cH:14][c:15]([F:18])[cH:16][cH:17]1.[OH2:41]>>[C:9](=[O:10])([O:11][c:12]1[c:13]([F:19])[cH:14][c:15]([F:18])[cH:16][cH:17]1)[NH:34][CH:33]([C:32]([NH:31][C:28]([CH2:27][O:26][c:25]1[cH:24][cH:23][c:22]([C:20]#[N:21])[cH:40][cH:39]1)([CH3:29])[CH3:30])=[O:38])[CH:35]([CH3:36])[CH3:37]. Starting materials: [Al+3], [Al+3], N#CC1c2ccccc2COc2ccc(Br)cc21, [Cl-], [Cl-], [Cl-], [H-], [H-], [H-], [H-], [H-], [Li+], O. Yields the product NCC1c2ccccc2COc2ccc(Br)cc21. As a reaction SMILES: [Al+3:2].[Al+3:6].[Br:11][c:12]1[cH:13][c:14]2[c:15]([cH:27][cH:28]1)[O:16][CH2:17][c:18]1[c:19]([cH:23][cH:24][cH:25][cH:26]1)[CH:20]2[C:21]#[N:22].[Cl-:1].[Cl-:3].[Cl-:4].[H-:10].[H-:29].[H-:5].[H-:8].[H-:9].[Li+:7].[OH2:30]>>[Br:11][c:12]1[cH:13][c:14]2[c:15]([cH:27][cH:28]1)[O:16][CH2:17][c:18]1[c:19]([cH:23][cH:24][cH:25][cH:26]1)[CH:20]2[CH2:21][NH2:22].